Dataset: the Open Reaction Database (ORD), a public repository of structured organic reaction records. Task: describe an organic reaction: reactants, conditions, products, and yield The reactants are Oc1ccc2c(c1)CC1NCCCC21, O=C(O)c1ccc2[nH]cnc2c1. The product is O=C(c1ccc2[nH]cnc2c1)N1CCCC2c3ccc(O)cc3CC21. RXN SMILES: [NH:13]1[CH:14]2[CH:15]([CH2:16][CH2:17][CH2:18]1)[c:19]1[cH:20][cH:21][c:22]([OH:26])[cH:23][c:24]1[CH2:25]2.[nH:1]1[cH:2][n:3][c:4]2[c:5]1[cH:6][cH:7][c:8]([C:10](=[O:11])[OH:12])[cH:9]2>>[nH:1]1[cH:2][n:3][c:4]2[c:5]1[cH:6][cH:7][c:8]([C:10](=[O:12])[N:13]1[CH:14]3[CH:15]([CH2:16][CH2:17][CH2:18]1)[c:19]1[cH:20][cH:21][c:22]([OH:26])[cH:23][c:24]1[CH2:25]3)[cH:9]2. The reactants are O=C([O-])[O-], COc1ccc(B(O)O)cc1, COCCOC, Cl, O=c1[nH]c2ccc(Br)cc2c(NC2CN3CCC2CC3)c1-c1nc2ccccc2[nH]1, [Na+], [Na+]. The product is COc1ccc(-c2ccc3[nH]c(=O)c(-c4nc5ccccc5[nH]4)c(NC4CN5CCC4CC5)c3c2)cc1. As a reaction SMILES: [C:43](=[O:44])([O-:45])[O-:46].[CH3:32][O:33][c:34]1[cH:35][cH:36][c:37]([B:40]([OH:41])[OH:42])[cH:38][cH:39]1.[CH3:49][O:50][CH2:51][CH2:52][O:53][CH3:54].[ClH:1].[N:2]12[CH2:3][CH:4]([NH:10][c:11]3[c:12](-[c:23]4[n:24][c:25]5[c:26]([nH:27]4)[cH:28][cH:29][cH:30][cH:31]5)[c:13](=[O:22])[nH:14][c:15]4[cH:16][cH:17][c:18]([Br:21])[cH:19][c:20]34)[CH:5]([CH2:6][CH2:7]1)[CH2:8][CH2:9]2.[Na+:47].[Na+:48]>>[N:2]12[CH2:3][CH:4]([NH:10][c:11]3[c:12](-[c:23]4[n:24][c:25]5[c:26]([nH:27]4)[cH:28][cH:29][cH:30][cH:31]5)[c:13](=[O:22])[nH:14][c:15]4[cH:16][cH:17][c:18](-[c:37]5[cH:36][cH:35][c:34]([O:33][CH3:32])[cH:39][cH:38]5)[cH:19][c:20]34)[CH:5]([CH2:6][CH2:7]1)[CH2:8][CH2:9]2. Starting materials: CC1(OCCO1)CC=O (2-(2-methyl-1,3-dioxolan-2-yl)acetaldehyde), BrC=1C=NC=C(C1NN)[N+](=O)[O-] ((3-bromo-5-nitro-4-pyridyl)hydrazine). Solvent: C(C)O (ethanol). Yields the product BrC=1C=NC=C(C1N1N=CC=C1C)[N+](=O)[O-] (3-bromo-4-(5-methyl-1H-pyrazol-1-yl)-5-nitropyridine). As a reaction SMILES: [CH3:1][C:2]1([CH2:7][CH:8]=O)OCCO1.[Br:10][C:11]1[CH:12]=[N:13][CH:14]=[C:15]([N+:19]([O-:21])=[O:20])[C:16]=1[NH:17][NH2:18]>C(O)C>[Br:10][C:11]1[CH:12]=[N:13][CH:14]=[C:15]([N+:19]([O-:21])=[O:20])[C:16]=1[N:17]1[C:2]([CH3:1])=[CH:7][CH:8]=[N:18]1. Procedure details: 2-(2-methyl-1,3-dioxolan-2-yl)acetaldehyde (320 mg, 2.459 mmol) and (3-bromo-5-nitro-4-pyridyl)hydrazine (286.4 mg, 1.229 mmol) were heated under reflux in ethanol (2.864 mL) overnight. The reaction mixture was concentrated in vacuo and the residue was partitioned between DCM and a saturated aqueous sodium hydrogen carbonate solution. Combined organic extract was dried over MgSO4 and concentrated in vacuo to leave 3-bromo-4-(5-methyl-1H-pyrazol-1-yl)-5-nitropyridine as a yellow oil. (200 mg, 85%... Run in C(=O)([O-])[O-].[Na+].[Na+] (Na2CO3), O1CCOCC1 (dioxane). The product is ClC1=CC=C(C=C1)C1=C(C=CC=C1)CO ((4′-chlorobiphenyl-2-yl)methanol). The reagents and catalysts are C1=CC=C(C=C1)P([C-]2C=CC=C2)C3=CC=CC=C3.C1=CC=C(C=C1)P([C-]2C=CC=C2)C3=CC=CC=C3.Cl[Pd]Cl.[Fe+2] ([1,1′-bis(diphenylphosphino)ferrocene]dichloropalladium(II)). Conditions: temperature 80 celsius. Reactants: IC1=C(CO)C=CC=C1 (2-iodobenzyl alcohol), ClC1=CC=C(C=C1)C1=C(C=CC=C1)B(O)O (4-chlorophenylbenzeneboronic acid). RXN SMILES: I[C:2]1[CH:9]=[CH:8][CH:7]=[CH:6][C:3]=1[CH2:4][OH:5].[Cl:10][C:11]1[CH:16]=[CH:15][C:14](C2C=CC=CC=2B(O)O)=[CH:13][CH:12]=1>C([O-])([O-])=O.[Na+].[Na+].O1CCOCC1.C1C=CC(P(C2C=CC=CC=2)[C-]2C=CC=C2)=CC=1.C1C=CC(P(C2C=CC=CC=2)[C-]2C=CC=C2)=CC=1.Cl[Pd]Cl.[Fe+2]>[Cl:10][C:11]1[CH:16]=[CH:15][C:14]([C:2]2[CH:9]=[CH:8][CH:7]=[CH:6][C:3]=2[CH2:4][OH:5])=[CH:13][CH:12]=1 |f:2.3.4,6.7.8.9|. Procedure details: A mixture of 2-iodobenzyl alcohol (11.0 g), 4-chlorophenylbenzeneboronic acid (8.5 g), and [1,1′-bis(diphenylphosphino)ferrocene]dichloropalladium(II) (800 mg) in Na2CO3 (2M solution, 94 mL) and dioxane (300 mL) was heated to 80° C. for 24 hours. The mixture was cooled, the layers were separated, and the organic layer was condensed. The resulting residue was purified by silica gel chromatography eluting with 20% ethyl acetate in hexanes to give the desired product. The reactants are COc1cc(C(=O)N2CC(O)CC2C(=O)[O-])c([N+](=O)[O-])cc1OCc1ccccc1, C1CCOC1. Product: COc1cc(C(=O)N2CC(O)CC2CO)c([N+](=O)[O-])cc1OCc1ccccc1. As a reaction SMILES: [CH2:1]([c:2]1[cH:3][cH:4][cH:5][cH:6][cH:7]1)[O:8][c:9]1[cH:10][c:11]([N+:28](=[O:29])[O-:30])[c:12]([C:13](=[O:14])[N:15]2[CH:16]([C:21](=[O:22])[O-:23])[CH2:17][CH:18]([OH:20])[CH2:19]2)[cH:24][c:25]1[O:26][CH3:27].[CH2:31]1[O:32][CH2:33][CH2:34][CH2:35]1>>[CH2:1]([c:2]1[cH:3][cH:4][cH:5][cH:6][cH:7]1)[O:8][c:9]1[cH:10][c:11]([N+:28](=[O:29])[O-:30])[c:12]([C:13](=[O:14])[N:15]2[CH:16]([CH2:21][OH:22])[CH2:17][CH:18]([OH:20])[CH2:19]2)[cH:24][c:25]1[O:26][CH3:27].